This data is from the Open Reaction Database (ORD), a public repository of structured organic reaction records. The task is: describe an organic reaction: reactants, conditions, products, and yield Reaction SMILES: [CH3:15][c:16]1[cH:17][cH:18][c:19]([O:23][CH3:24])[c:20]([NH2:21])[cH:22]1.[Cl:31][CH2:32][Cl:33].[I:1][c:2]1[cH:3][c:4]([S:11](=[O:12])(=[O:13])[Cl:14])[cH:5][c:6]2[cH:7][cH:8][o:9][c:10]12.[cH:25]1[cH:26][cH:27][n:28][cH:29][cH:30]1>>[I:1][c:2]1[cH:3][c:4]([S:11](=[O:12])(=[O:13])[NH:21][c:20]2[c:19]([O:23][CH3:24])[cH:18][cH:17][c:16]([CH3:15])[cH:22]2)[cH:5][c:6]2[cH:7][cH:8][o:9][c:10]12. The reactants are COc1ccc(C)cc1N, ClCCl, O=S(=O)(Cl)c1cc(I)c2occc2c1, c1ccncc1. Product: COc1ccc(C)cc1NS(=O)(=O)c1cc(I)c2occc2c1. Starting materials: BrC1=C(C=CC=C1)SC (2-bromothioanisole), C(=O)(O)C1=CC=C(C=C1)B(O)O (4-carboxybenzeneboronic acid), C([O-])([O-])=O.[K+].[K+] (potassium carbonate). The reagents and catalysts are Cl[Pd]([P](C1=CC=CC=C1)(C2=CC=CC=C2)C3=CC=CC=C3)([P](C4=CC=CC=C4)(C5=CC=CC=C5)C6=CC=CC=C6)Cl (dichlorobis(triphenylphosphine)palladium(II)). The solvent is O (water), O1CCOCC1 (1,4-dioxane). The product is CSC1=C(C=CC=C1)C1=CC=C(C=C1)C(=O)O (2′-(Methylthio)-1,1′-biphenyl-4-carboxylic acid). As a reaction SMILES: Br[C:2]1[CH:7]=[CH:6][CH:5]=[CH:4][C:3]=1[S:8][CH3:9].[C:10]([C:13]1[CH:18]=[CH:17][C:16](B(O)O)=[CH:15][CH:14]=1)([OH:12])=[O:11].C(=O)([O-])[O-].[K+].[K+]>O.O1CCOCC1.Cl[Pd](Cl)([P](C1C=CC=CC=1)(C1C=CC=CC=1)C1C=CC=CC=1)[P](C1C=CC=CC=1)(C1C=CC=CC=1)C1C=CC=CC=1>[CH3:9][S:8][C:3]1[CH:4]=[CH:5][CH:6]=[CH:7][C:2]=1[C:16]1[CH:17]=[CH:18][C:13]([C:10]([OH:12])=[O:11])=[CH:14][CH:15]=1 |f:2.3.4,^1:37,56|. Reported procedure: A stirred mixture containing 4.15 g (0.025 mole) of 2-bromothioanisole, 5.08 g. (0.0025 mole) of 4-carboxybenzeneboronic acid, 10.36 g (0.075 mol) of potassium carbonate and 0.45 g (0.00063 mol) of dichlorobis(triphenylphosphine)palladium(II) in 40 mL of water and 20 mL of 1,4-dioxane was heated under reflux for two hours under nitrogen. The reacton mixture was allowed to cool to room temperature and filtered. The dioxane was removed in vacuo, the residue was diluted with 100 mL of water and the... Conditions: time 30 minute. Procedure: To a solution of 3,5-difluoro-1-chlorobenzene (10.0 g, 67 mmol) and tetramethylethlenediamine (TMEDA; 7.8 g, 67 mmol) in THF (75 mL) at −75° C., was added n-butyl lithium (2.5M, 68 mmol) and the resulting solution stirred for 30 minutes. A solution of trimethylsilyl chloride (7.6 g, 70 mmol) in THF (15 mL) was added and the solution allowed to warm to ambient temperature and stir for 25 hours. Ammonium chloride (saturated solution 15 mL) was added and the mixture extracted with ethyl ether (2×10... The yield is 89.6%. Starting materials: C[Si](C)(C)Cl (trimethylsilyl chloride), [Cl-].[NH4+] (Ammonium chloride), solution, FC=1C=C(C=C(C1)F)Cl (3,5-difluoro-1-chlorobenzene), CN(CCN(C)C)C (tetramethylethlenediamine), C(CCC)[Li] (n-butyl lithium). RXN SMILES: [F:1][C:2]1[CH:3]=[C:4]([Cl:9])[CH:5]=[C:6]([F:8])[CH:7]=1.CN(C)CCN(C)C.C([Li])CCC.[CH3:23][Si:24](Cl)([CH3:26])[CH3:25].[Cl-].[NH4+]>C1COCC1>[Cl:9][C:4]1[CH:3]=[C:2]([F:1])[C:7]([Si:24]([CH3:26])([CH3:25])[CH3:23])=[C:6]([F:8])[CH:5]=1 |f:4.5|. The solvent is C1CCOC1 (THF), C1CCOC1 (THF). Yields the product ClC1=CC(=C(C(=C1)F)[Si](C)(C)C)F (1-chloro-3,5-difluoro-4-trimethylsilylbenzene). Reactants: Cc1ccccc1, [K+], O=C(Cl)c1ccc([N+](=O)[O-])cc1, N#C[S-]. The product is O=C(N=C=S)c1ccc([N+](=O)[O-])cc1. Reaction SMILES: [CH3:17][c:18]1[cH:19][cH:20][cH:21][cH:22][cH:23]1.[K+:13].[N+:1](=[O:2])([O-:3])[c:4]1[cH:5][cH:6][c:7]([C:8](=[O:9])[Cl:10])[cH:11][cH:12]1.[S-:14][C:15]#[N:16]>>[N+:1](=[O:2])([O-:3])[c:4]1[cH:5][cH:6][c:7]([C:8](=[O:9])[N:16]=[C:15]=[S:14])[cH:11][cH:12]1. Reactants: C(C1=CC=CC=C1)N(CCOC1=NC=C(C=C1)C(N)=O)CC(COC1=C(C=CC=C1)C)O (1-{N-benzyl-N-[2-(5-carbamoyl-2-pyridyloxy)-ethyl]-amino}-3-(2-methyl-phenyloxy)-2-propanol), [H][H] (hydrogen). The reagents and catalysts are [Pd] (palladium-on-charcoal). Run in O1CCOCC1 (dioxane). Product: C(N)(=O)C=1C=CC(=NC1)OCCNCC(COC1=C(C=CC=C1)C)O (1-[2-(5-carbamoyl-2-pyridyloxy)-ethylamino]-3-(2-methyl-phenyloxy)-2-propanol). RXN SMILES: C([N:8]([CH2:21][CH:22]([OH:32])[CH2:23][O:24][C:25]1[CH:30]=[CH:29][CH:28]=[CH:27][C:26]=1[CH3:31])[CH2:9][CH2:10][O:11][C:12]1[CH:17]=[CH:16][C:15]([C:18](=[O:20])[NH2:19])=[CH:14][N:13]=1)C1C=CC=CC=1.[H][H]>O1CCOCC1.[Pd]>[C:18]([C:15]1[CH:16]=[CH:17][C:12]([O:11][CH2:10][CH2:9][NH:8][CH2:21][CH:22]([OH:32])[CH2:23][O:24][C:25]2[CH:30]=[CH:29][CH:28]=[CH:27][C:26]=2[CH3:31])=[N:13][CH:14]=1)(=[O:20])[NH2:19]. Procedure details: A solution of 22.6 g of crude 1-{N-benzyl-N-[2-(5-carbamoyl-2-pyridyloxy)-ethyl]-amino}-3-(2-methyl-phenyloxy)-2-propanol in 230 ml of dioxane is hydrogenated in the presence of 2.3 g of a palladium-on-charcoal catalyst (5% strength) at 20°-30° C. and under atmospheric pressure, until an equimolar amount of hydrogen has been taken up. The catalyst is filtered off and the filtrate is evaporated under reduced pressure. The residue is recrystallised from ethyl methyl ketone and gives 1-[2-(5-carbam...